Dataset: the Open Reaction Database (ORD), a public repository of structured organic reaction records. Task: describe an organic reaction: reactants, conditions, products, and yield The reactants are [BH4-], ClCCl, CO, COC(=O)C(C)Nc1ccc(F)c(F)c1F, [Na+], O. Yields the product CC(CO)Nc1ccc(F)c(F)c1F. Reaction SMILES: [BH4-:1].[CH2:22]([Cl:23])[Cl:24].[CH3:19][OH:20].[F:3][c:4]1[c:5]([NH:6][CH:7]([C:8](=[O:9])[O:10][CH3:11])[CH3:12])[cH:13][cH:14][c:15]([F:18])[c:16]1[F:17].[Na+:2].[OH2:21]>>[F:3][c:4]1[c:5]([NH:6][CH:7]([CH2:8][OH:9])[CH3:12])[cH:13][cH:14][c:15]([F:18])[c:16]1[F:17]. Reaction SMILES: [N+](C1C=C(C=CC=1)C([N:9]1[CH:13]=[C:12]([C:14]23[CH2:20][N:17]([CH2:18][CH2:19]2)[CH2:16][CH2:15]3)[N:11]=[N:10]1)=O)([O-])=O.N>CO>[N:9]1[NH:10][N:11]=[C:12]([C:14]23[CH2:20][N:17]([CH2:18][CH2:19]2)[CH2:16][CH2:15]3)[CH:13]=1. Yield: 84.4%. Procedure: A solution of 4-(1-m-nitrobenzoyl-1,2,3-triazol-4-yl)-1-azabicyclo[2.2.1]heptane (D25) (1 g, 0.0032 mole) in methanol (50 ml) was saturated with ammonia gas. The solution allowed to stand at room temperature for 3 days and then concentrated in vacuo to a gum. The gum was chromatographed on alumina in a gradient of 10-20% methanol in chloroform, elution with 15% methanol in chloroform produced a gum which crystallised from ethyl acetate to afford the title compound (D26, 450mg, 0.0027 mole, 85%). Starting materials: [N+](=O)([O-])C=1C=C(C(=O)N2N=NC(=C2)C23CCN(CC2)C3)C=CC1 (4-(1-m-nitrobenzoyl-1,2,3-triazol-4-yl)-1-azabicyclo[2.2.1]heptane), N (ammonia). Yields the product N=1NN=C(C1)C12CCN(CC1)C2 (4-(2H-1,2,3-Triazol-4-yl)-1-azabicyclo[2.2.1]heptane). Reaction conditions: time 3 day. Run in CO (methanol). Starting materials: C(C)C1(CCC2=CC(=CC=C12)F)O (1-ethyl-5-fluoro-indan-1-ol), FC=1C=CC=C2C=CNC12 (7-fluoroindole). Yields the product C(C)C1(CCC2=CC(=CC=C12)F)C1=CNC2=C(C=CC=C12)F (3-(1-Ethyl-5-fluoro-indan-1-yl)-7-fluoro-1H-indole). RXN SMILES: [CH2:1]([C:3]1(O)[C:11]2[C:6](=[CH:7][C:8]([F:12])=[CH:9][CH:10]=2)[CH2:5][CH2:4]1)[CH3:2].[F:14][C:15]1[CH:16]=[CH:17][CH:18]=[C:19]2[C:23]=1[NH:22][CH:21]=[CH:20]2>>[CH2:1]([C:3]1([C:20]2[C:19]3[C:23](=[C:15]([F:14])[CH:16]=[CH:17][CH:18]=3)[NH:22][CH:21]=2)[C:11]2[C:6](=[CH:7][C:8]([F:12])=[CH:9][CH:10]=2)[CH2:5][CH2:4]1)[CH3:2]. Reported procedure: Utilizing 1-ethyl-5-fluoro-indan-1-ol and 7-fluoroindole, the title compound is prepared as in example 1. 217 mg (92%). NMR (400 MHz, CDCl3): δ 0.85 (t, 3H), 2.12 (m, 1H), 2.21 (m, 1H), 2.31 (m, 1H), 2.58 (m, 1H), 2.97 (m, 2H), 6.83 (m, 4H), 6.98 (m, 3H), 8.06 (s, 1H, NH). Isolated yield 48.0%. Yields the product C(C1=CC=CC=C1)N(CC1=CC=CC=C1)CCC[C@@H]([C@@H](CCCCCCCCCCCCCCC)O)N(CC1=CC=CC=C1)CC1=CC=CC=C1 ((4S,5R)-1,4-Bis-(N,N-dibenzylamino)-5-eicosanol), oil. Procedure: According to the method of Example 26, from aldehyde 23 (503 mg, 1.05 mmol) and 1-bromopentadecane (768; mg, 2.64 mmol), alcohol 77 was obtained as a colorless oil (350 mg, 48% yield). Reaction SMILES: [CH2:1]([N:8]([C@@H:16]([CH2:19][CH2:20][CH2:21][N:22]([CH2:30][C:31]1[CH:36]=[CH:35][CH:34]=[CH:33][CH:32]=1)[CH2:23][C:24]1[CH:29]=[CH:28][CH:27]=[CH:26][CH:25]=1)[CH:17]=[O:18])[CH2:9][C:10]1[CH:15]=[CH:14][CH:13]=[CH:12][CH:11]=1)[C:2]1[CH:7]=[CH:6][CH:5]=[CH:4][CH:3]=1.Br[CH2:38][CH2:39][CH2:40][CH2:41][CH2:42][CH2:43][CH2:44][CH2:45][CH2:46][CH2:47][CH2:48][CH2:49][CH2:50][CH2:51][CH3:52]>>[CH2:23]([N:22]([CH2:21][CH2:20][CH2:19][C@H:16]([N:8]([CH2:9][C:10]1[CH:15]=[CH:14][CH:13]=[CH:12][CH:11]=1)[CH2:1][C:2]1[CH:3]=[CH:4][CH:5]=[CH:6][CH:7]=1)[C@H:17]([OH:18])[CH2:52][CH2:51][CH2:50][CH2:49][CH2:48][CH2:47][CH2:46][CH2:45][CH2:44][CH2:43][CH2:42][CH2:41][CH2:40][CH2:39][CH3:38])[CH2:30][C:31]1[CH:32]=[CH:33][CH:34]=[CH:35][CH:36]=1)[C:24]1[CH:29]=[CH:28][CH:27]=[CH:26][CH:25]=1. Reactants: C(C1=CC=CC=C1)N(CC1=CC=CC=C1)[C@H](C=O)CCCN(CC1=CC=CC=C1)CC1=CC=CC=C1 ((S)-2,5-Bis-(N,N-dibenzylamino)-pentanal), BrCCCCCCCCCCCCCCC (1-bromopentadecane). Starting materials: C(\C=C\C(=O)O)(=O)O (fumaric acid), O.NN (hydrazine hydrate), C1(C=2C(C(N1CC(=O)NC(CC1CCCC1)(C)C)=O)=CC=CC2)=O (2-phthalimido-N-(1,1-dimethyl-2-cyclopentylethyl)acetamide). Run in C(C)O (ethanol), CCOCC (ether), C(C)O (ethanol), C(C)O (ethanol). Conditions: time 24 hour. Yields the product C(C)[O-].C(\C=C\C(=O)[O-])(=O)O.NCC(=O)NC(CC1CCCC1)(C)C (2-Amino-N-(1,1-dimethyl-2-cyclopentylethyl)acetamide hydrogen fumarate monoethanolate). RXN SMILES: C1(=O)[N:5]([CH2:6][C:7]([NH:9][C:10]([CH3:18])([CH3:17])[CH2:11][CH:12]2[CH2:16][CH2:15][CH2:14][CH2:13]2)=[O:8])C(=O)C2=CC=CC=C12.O.NN.[C:28]([OH:35])(=[O:34])/[CH:29]=[CH:30]/[C:31]([OH:33])=[O:32]>C(O)C.CCOCC>[CH2:7]([O-:8])[CH3:6].[C:28]([OH:35])(=[O:34])/[CH:29]=[CH:30]/[C:31]([O-:33])=[O:32].[NH2:5][CH2:6][C:7]([NH:9][C:10]([CH3:18])([CH3:17])[CH2:11][CH:12]1[CH2:13][CH2:14][CH2:15][CH2:16]1)=[O:8] |f:1.2,6.7.8|. Procedure details: A suspension of 2-phthalimido-N-(1,1-dimethyl-2-cyclopentylethyl)acetamide (15.8 g, 48.2 mmol) in ethanol (50 ml) was treated with hydrazine hydrate (2.65 g, 53.0 mmol) and the mixture heated under reflux for 1 hour. After cooling and allowing to stand at 0° for 24 hours, the slurry was filtered and the residue washed with petrol (40°-60°) (2×25 ml). The combined filtrates were evaporated to dryness and thecolourless oily residue triturated with petrol (40°-60°, 100 ml). The insoluble material w... Reactants: [Br-], CCCC[N+](CCCC)(CCCC)CCCC, ClCCl, CC(Cl)Cl, Oc1ccc(F)c(F)c1, O, O=[N+]([O-])O. Product: O=[N+]([O-])c1cc(F)c(F)cc1O. As a reaction SMILES: [Br-:18].[CH3:19][CH2:20][CH2:21][CH2:22][N+:23]([CH2:24][CH2:25][CH2:26][CH3:27])([CH2:28][CH2:29][CH2:30][CH3:31])[CH2:32][CH2:33][CH2:34][CH3:35].[Cl:15][CH2:16][Cl:17].[Cl:36][CH:37]([Cl:38])[CH3:39].[F:1][c:2]1[cH:3][c:4]([OH:9])[cH:5][cH:6][c:7]1[F:8].[OH2:14].[OH:10][N+:11]([O-:12])=[O:13]>>[F:1][c:2]1[cH:3][c:4]([OH:9])[c:5]([N+:11](=[O:10])[O-:12])[cH:6][c:7]1[F:8]. Reactants: Cc1ccc(S(=O)(=O)n2ccc3c(Cl)ncnc32)cc1, I, O. Product: Cc1ccc(S(=O)(=O)n2ccc3c(I)ncnc32)cc1. As a reaction SMILES: [Cl:1][c:2]1[c:3]2[c:4]([n:5][cH:6][n:7]1)[n:8]([S:11](=[O:12])(=[O:13])[c:14]1[cH:15][cH:16][c:17]([CH3:20])[cH:18][cH:19]1)[cH:9][cH:10]2.[IH:21].[OH2:22]>>[c:2]1([I:21])[c:3]2[c:4]([n:5][cH:6][n:7]1)[n:8]([S:11](=[O:12])(=[O:13])[c:14]1[cH:15][cH:16][c:17]([CH3:20])[cH:18][cH:19]1)[cH:9][cH:10]2.